From a dataset of the Open Reaction Database (ORD), a public repository of structured organic reaction records. describe an organic reaction: reactants, conditions, products, and yield The reactants are NC1C(N(C2=C(C(=N1)C1CCCCC1)C=CC=C2)CC(=O)N2CC1CCC(C2)CC1)=O ((3RS)-3-amino-1-[(3-azabicyclo[3.2.2]non-3-yl)carbonylmethyl]-5-cyclohexyl-2,3-dihydro-1H-1,4-benzodiazepin-2-one), C1(=CC(=CC=C1)N=C=O)C (m-tolyl isocyanate). The solvent is ClCCl (dichloromethane). Reaction conditions: time 8 hour. Yields the product C12CN(CC(CC1)CC2)C(=O)CN2C(C(N=C(C1=C2C=CC=C1)C1CCCCC1)NC(=O)NC1=CC(=CC=C1)C)=O (N-[(3RS)-1-[(3-azabicyclo[3.2.2]non-3-yl)carbonylmethyl]-5-cyclohexyl-2,3-dihydro-2-oxo-1H-1,4-benzodiazepin-3-yl]-N'-(3-methylphenyl)urea). Isolated yield 30.0%. Reaction SMILES: [NH2:1][CH:2]1[N:8]=[C:7]([CH:9]2[CH2:14][CH2:13][CH2:12][CH2:11][CH2:10]2)[C:6]2[CH:15]=[CH:16][CH:17]=[CH:18][C:5]=2[N:4]([CH2:19][C:20]([N:22]2[CH2:28][CH:27]3[CH2:29][CH2:30][CH:24]([CH2:25][CH2:26]3)[CH2:23]2)=[O:21])[C:3]1=[O:31].[C:32]1([CH3:41])[CH:37]=[CH:36][CH:35]=[C:34]([N:38]=[C:39]=[O:40])[CH:33]=1>ClCCl>[CH:24]12[CH2:25][CH2:26][CH:27]([CH2:29][CH2:30]1)[CH2:28][N:22]([C:20]([CH2:19][N:4]1[C:5]3[CH:18]=[CH:17][CH:16]=[CH:15][C:6]=3[C:7]([CH:9]3[CH2:10][CH2:11][CH2:12][CH2:13][CH2:14]3)=[N:8][CH:2]([NH:1][C:39]([NH:38][C:34]3[CH:35]=[CH:36][CH:37]=[C:32]([CH3:41])[CH:33]=3)=[O:40])[C:3]1=[O:31])=[O:21])[CH2:23]2. Procedure details: To a solution of (3RS)-3-amino-1-[(3-azabicyclo[3.2.2]non-3-yl)carbonylmethyl]-5-cyclohexyl-2,3-dihydro-1H-1,4-benzodiazepin-2-one (0.19 g) in dichloromethane (10 ml) was added m-tolyl isocyanate (0.064 g) at room temperature. The mixture was stirred at ambient temperature overnight. The reaction mixture was concentrated in vacuo. The residue was subjected by column chromatography on silica gel with chloroform and a mixture of chloroform and ethyl acetate (5:1) to give N-[(3RS)-1-[(3-azabicyclo[... Reported procedure: Piperidine (0.358 g, 4.20 mmol) and 1-ethyl-3-(3-dimethylaminopropyl)carbodiimide hydrochloride (1.21 g, 6.30 mmol) were added to a methylene chloride solution (50 ml) of 5-(3,4,5,6-tetramethoxy-2-methylbenzyl)-2-benzyloxybenzoic acid (0.95 g, 2.10 mmol) and the resulting solution was stirred at room temperature for 12 hours. The reaction solution was poured into ice water and then extracted with methylene chloride. The extract was washed with water and then dried, and the solvent was removed by... Reaction conditions: time 12 hour. As a reaction SMILES: [NH:1]1[CH2:6][CH2:5][CH2:4][CH2:3][CH2:2]1.Cl.C(N=C=NCCCN(C)C)C.[CH3:19][O:20][C:21]1[C:22]([CH3:51])=[C:23]([C:42]([O:49][CH3:50])=[C:43]([O:47][CH3:48])[C:44]=1[O:45][CH3:46])[CH2:24][C:25]1[CH:26]=[CH:27][C:28]([O:34][CH2:35][C:36]2[CH:41]=[CH:40][CH:39]=[CH:38][CH:37]=2)=[C:29]([CH:33]=1)[C:30](O)=[O:31]>C(Cl)Cl>[CH3:19][O:20][C:21]1[C:22]([CH3:51])=[C:23]([C:42]([O:49][CH3:50])=[C:43]([O:47][CH3:48])[C:44]=1[O:45][CH3:46])[CH2:24][C:25]1[CH:26]=[CH:27][C:28]([O:34][CH2:35][C:36]2[CH:41]=[CH:40][CH:39]=[CH:38][CH:37]=2)=[C:29]([CH:33]=1)[C:30]([N:1]1[CH2:6][CH2:5][CH2:4][CH2:3][CH2:2]1)=[O:31] |f:1.2|. The yield is 99.5%. The product is COC=1C(=C(CC=2C=CC(=C(C(=O)N3CCCCC3)C2)OCC2=CC=CC=C2)C(=C(C1OC)OC)OC)C (N-[5-(3,4,5,6-Tetramethoxy-2-methylbenzyl)-2-benzyloxybenzoyl]piperidine). Starting materials: ice water, N1CCCCC1 (Piperidine), Cl.C(C)N=C=NCCCN(C)C (1-ethyl-3-(3-dimethylaminopropyl)carbodiimide hydrochloride), COC=1C(=C(CC=2C=CC(=C(C(=O)O)C2)OCC2=CC=CC=C2)C(=C(C1OC)OC)OC)C (5-(3,4,5,6-tetramethoxy-2-methylbenzyl)-2-benzyloxybenzoic acid). Solvent: C(Cl)Cl (methylene chloride). Reactants: C(C)(C)(C)OC(=O)C1=CC(=C(C=C1)[C@@H]1CC[C@H](CC1)NCC1=CC=C(C=C1)F)CNC (trans-4-(4-tert.butoxycarbonyl-methylaminomethylphenyl)-N-(4-fluorobenzyl)-cyclohexylamine), C(C)(=O)Cl (acetylchloride). The product is C(C)(=O)N(CC1=CC=C(C=C1)F)[C@@H]1CC[C@H](CC1)C1=C(C=C(C=C1)C(=O)OC(C)(C)C)CNC (trans-N-acetyl-N-(4-fluorobenzyl)-4-(4-tert.butoxycarbonyl-methylaminomethylphenyl)-cyclohexylamine). RXN SMILES: [C:1]([O:5][C:6]([C:8]1[CH:13]=[CH:12][C:11]([C@H:14]2[CH2:19][CH2:18][C@H:17]([NH:20][CH2:21][C:22]3[CH:27]=[CH:26][C:25]([F:28])=[CH:24][CH:23]=3)[CH2:16][CH2:15]2)=[C:10]([CH2:29][NH:30][CH3:31])[CH:9]=1)=[O:7])([CH3:4])([CH3:3])[CH3:2].[C:32](Cl)(=[O:34])[CH3:33]>>[C:32]([N:20]([C@H:17]1[CH2:18][CH2:19][C@H:14]([C:11]2[CH:12]=[CH:13][C:8]([C:6]([O:5][C:1]([CH3:4])([CH3:3])[CH3:2])=[O:7])=[CH:9][C:10]=2[CH2:29][NH:30][CH3:31])[CH2:15][CH2:16]1)[CH2:21][C:22]1[CH:23]=[CH:24][C:25]([F:28])=[CH:26][CH:27]=1)(=[O:34])[CH3:33]. Procedure details: from trans-4-(4-tert.butoxycarbonyl-methylaminomethylphenyl)-N-(4-fluorobenzyl)-cyclohexylamine and acetylchloride. Colourless oil. The reactants are ClC1=CC(=C(C=C1OC(C)C)N=C=O)F (4-chloro-2-fluoro-5-isopropoxyphenyl isocyanate), N\C(=C(/C(=O)OCC)\F)\C (ethyl 3-amino-2-fluorocrotonate). Run in C(C)OCC (diethyl ether). Run at time 16 hour. The product is ClC1=CC(=C(C=C1OC(C)C)N1C(NC(=C(C1=O)F)C)=O)F (3-(4-chloro-2-fluoro-5-isopropoxyphenyl)-5 -fluoro-6-methyl-2,4(1H,3H)-pyrimidinedione). As a reaction SMILES: [Cl:1][C:2]1[C:7]([O:8][CH:9]([CH3:11])[CH3:10])=[CH:6][C:5]([N:12]=[C:13]=[O:14])=[C:4]([F:15])[CH:3]=1.[NH2:16]/[C:17](/[CH3:25])=[C:18](/[F:24])\[C:19](OCC)=[O:20]>C(OCC)C>[Cl:1][C:2]1[C:7]([O:8][CH:9]([CH3:10])[CH3:11])=[CH:6][C:5]([N:12]2[C:19](=[O:20])[C:18]([F:24])=[C:17]([CH3:25])[NH:16][C:13]2=[O:14])=[C:4]([F:15])[CH:3]=1. Procedure: A solution of 6.00 g of 4-chloro-2-fluoro-5-isopropoxyphenyl isocyanate in 100 ml of absolute diethyl ether is added dropwise while stirring at room temperature during 1 hour to a solution of 4.00 g of ethyl 3-amino-2-fluorocrotonate and the reaction mixture is stirred for 16 hours. The mixture is then evaporated to dryness under reduced pressure, the residue is dissolved in 50 ml of absolute dimethylformamide and the solution is added while stirring at room temperature to a solution of 1.31 g o... The reactants are ClC1=NC(=C2C(=N1)N(N=C2)C)NC2=CC(=CC=C2)OC (6-Chloro-N-(3-methoxyphenyl)-1-methyl-1H-pyrazolo[3,4-d]pyrimidin-4-amine), CC1=NNC=C1B1OC(C)(C)C(C)(C)O1 (3-methylpyrazole-4-boronic acid pinacol ester). The product is COC=1C=C(C=CC1)NC1=C2C(=NC(=N1)C=1C(=NNC1)C)N(N=C2)C (N-(3-methoxyphenyl)-1-methyl-6-(3-methyl-1H-pyrazol-4-yl)-1H-pyrazolo[3,4-d]pyrimidin-4-amine). As a reaction SMILES: Cl[C:2]1[N:7]=[C:6]2[N:8]([CH3:11])[N:9]=[CH:10][C:5]2=[C:4]([NH:12][C:13]2[CH:18]=[CH:17][CH:16]=[C:15]([O:19][CH3:20])[CH:14]=2)[N:3]=1.[CH3:21][C:22]1[C:26](B2OC(C)(C)C(C)(C)O2)=[CH:25][NH:24][N:23]=1>>[CH3:20][O:19][C:15]1[CH:14]=[C:13]([NH:12][C:4]2[N:3]=[C:2]([C:26]3[C:22]([CH3:21])=[N:23][NH:24][CH:25]=3)[N:7]=[C:6]3[N:8]([CH3:11])[N:9]=[CH:10][C:5]=23)[CH:18]=[CH:17][CH:16]=1. Procedure: 6-Chloro-N-(3-methoxyphenyl)-1-methyl-1H-pyrazolo[3,4-d]pyrimidin-4-amine 6 was reacted with 3-methylpyrazole-4-boronic acid pinacol ester using General Procedure A. Purification on silica yielded 120. NMR: (CDCl3): 2.80 (s, 3H, CH3), 3.87 (s, 3H, CH3), 4.06 (s, 3H, CH3), 6.86 (dd, H, ArH, J=1.7, 8.29), 7.14 (dd, H, ArH, J=1.2, 7.89), 7.25 (s, H, ArH), 7.36 (t, H, ArH, J=8.11), 7.44 (s, H, ArH), 8.32 (s, H, ArH). MS: (ESI+) MH+=336.24 Starting materials: CCCC1COc2cc(C(CO)Cc3cc(F)c(Br)cc3F)c(F)cc2C1, C1CCOC1, CCO, [KH]. The product is CCCC1COc2cc(C3COc4cc(Br)c(F)cc4C3)c(F)cc2C1. RXN SMILES: [Br:2][c:3]1[cH:4][c:5]([F:28])[c:6]([CH2:10][CH:11]([CH2:12][OH:13])[c:14]2[c:15]([F:27])[cH:16][c:17]3[c:22]([cH:23]2)[O:21][CH2:20][CH:19]([CH2:24][CH2:25][CH3:26])[CH2:18]3)[cH:7][c:8]1[F:9].[CH2:32]1[O:33][CH2:34][CH2:35][CH2:36]1.[CH3:29][CH2:30][OH:31].[KH:1]>>[Br:2][c:3]1[cH:4][c:5]2[c:6]([cH:7][c:8]1[F:9])[CH2:10][CH:11]([c:14]1[c:15]([F:27])[cH:16][c:17]3[c:22]([cH:23]1)[O:21][CH2:20][CH:19]([CH2:24][CH2:25][CH3:26])[CH2:18]3)[CH2:12][O:13]2. Reactants: C=1(C(=CC=CC1)C=1C(=CC=CC1)O)O (biphenol), [OH-].[Na+] (sodium hydroxide), ClCCO (2-chloroethanol), C(C)O (ethanol), C(C)O (ethanol). The product is C=1(C(=C(C(=CC1)CCO)CCO)C=1C(=CC=CC1)O)O (biphenol-diethanol), colorless crystals. Isolated yield 80.0%. As a reaction SMILES: [C:1]1([OH:14])[C:2]([C:7]2[C:8]([OH:13])=[CH:9][CH:10]=[CH:11][CH:12]=2)=[CH:3][CH:4]=[CH:5][CH:6]=1.[OH-].[Na+].Cl[CH2:18][CH2:19][OH:20].[CH2:21]([OH:23])[CH3:22]>>[C:8]1([OH:13])[C:7]([C:2]2[C:1]([OH:14])=[CH:6][CH:5]=[CH:4][CH:3]=2)=[C:12]([CH2:22][CH2:21][OH:23])[C:11]([CH2:18][CH2:19][OH:20])=[CH:10][CH:9]=1 |f:1.2|. Procedure details: To biphenol (0.5 mole) and 200 milliliters of absolute ethanol and sodium hydroxide (1.1 millimole) at 80° C. was added dropwise a solution of 2-chloroethanol (1 mole) in 50 milliliters of absolute ethanol. The mixture was refluxed for 48 hours, and then filtered hot and washed twice with boiling ethanol (100 milliliters). Recrystallization from boiling water provided the precursor product biphenol-diethanol, 80 to 85 percent yield of colorless crystals. The melting point for this product was 21...